describe an organic reaction: reactants, conditions, products, and yield From a dataset of the Open Reaction Database (ORD), a public repository of structured organic reaction records. Reactants: CrO3, C(C)(=O)O (acetic acid), BrC1C(=C(C(CC1)(C)C)C(C=CC)=O)C (3-bromo-2,6,6-trimethyl-1-(but-2-enoyl)-cyclohex-1-ene). The solvent is O (water), O (water). Run at time 30 minute. Product: CC1=C(C(CCC1=O)(C)C)C(C=CC)=O (2,6,6-trimethyl-1-(but-2-enoyl)-cyclohex-1-en-3-one). The yield is 55.0%. As a reaction SMILES: Br[CH:2]1[CH2:7][CH2:6][C:5]([CH3:9])([CH3:8])[C:4]([C:10](=[O:14])[CH:11]=[CH:12][CH3:13])=[C:3]1[CH3:15].C(O)(=[O:18])C>O>[CH3:15][C:3]1[C:2](=[O:18])[CH2:7][CH2:6][C:5]([CH3:9])([CH3:8])[C:4]=1[C:10](=[O:14])[CH:11]=[CH:12][CH3:13]. Procedure: 125 g of crude 3-bromo-2,6,6-trimethyl-1-(but-2-enoyl)-cyclohex-1-ene [prepared under letter a] were added dropwise to a mixture of 100 g (1 Mole) CrO3, 100 ml acetic acid and 100 ml of water, kept at 20°-25°. After addition of the reactants the reaction mixture was heated under stirring at 40° for 30 min., and finally diluted with 1 l of water. After neutralization of the reactin mixture by means of a 10 % aqueous solution of NaOH, the obtained mixture was submitted to a steam distillation. 3 l... Starting materials: CNC[C@@H](O)C1=NC=CC=C1 ((1R)-2-(methylamino)-1-pyridin-2-ylethanol), ClCC(=O)C=1C=NC=CC1 (3-chloroacetylpyridine). Yields the product CNC[C@@H](O)C=1C=NC=CC1 ((1S)-2-(methylamino)-1-pyridin-3-ylethanol). RXN SMILES: [CH3:1][NH:2]C[C@H](C1C=CC=CN=1)O.Cl[CH2:13][C:14]([C:16]1[CH:17]=[N:18][CH:19]=[CH:20][CH:21]=1)=[O:15]>>[CH3:1][NH:2][CH2:13][C@H:14]([C:16]1[CH:17]=[N:18][CH:19]=[CH:20][CH:21]=1)[OH:15]. Procedure details: As described for the preparation of (1R)-2-(methylamino)-1-pyridin-2-ylethanol (Preparations 68-69), 3-chloroacetylpyridine (Chem. Ber. 1951, 84, 147-149) is converted to the title compound, isolated as a pale yellow amorphous solid.